This data is from the Open Reaction Database (ORD), a public repository of structured organic reaction records. The task is: describe an organic reaction: reactants, conditions, products, and yield Starting materials: C(CCC)C1=NC=C(N1)C=O (2-Butyl-3H-imidazole-4-carbaldehyde), CN(C)C=O (DMF), C1CC(=O)N(C1=O)Br (NBS). Run at time 8 hour. The product is BrC1=C(NC(=N1)CCCC)C=O (5-Bromo-2-butyl-3H-imidazole-4-carbaldehyde). The yield is 17.1%. As a reaction SMILES: [CH2:1]([C:5]1[NH:9][C:8]([CH:10]=[O:11])=[CH:7][N:6]=1)[CH2:2][CH2:3][CH3:4].CN(C=O)C.C1C(=O)N([Br:24])C(=O)C1>>[Br:24][C:7]1[N:6]=[C:5]([CH2:1][CH2:2][CH2:3][CH3:4])[NH:9][C:8]=1[CH:10]=[O:11]. Reported procedure: 2-Butyl-3H-imidazole-4-carbaldehyde (30.0 g, 197 mmol) was dissolved in DMF (220 mL, 2.8 mol). NBS (36.8 g, 207 mmol) was added and the mixture was stirred at room temperature overnight. The mixture was then concentrated and taken up in EtOAc and water. The aqueous layer was extracted three times with EtOAc, and the combined organic extracts washed with saturated aqueous NaCl, dried over MgSO4, filtered, and concentrated. The mixture was purified by silica gel chromatography (0-50% EtOAc:hexanes... Conditions: temperature 70 celsius, time 5.5 hour. Run in C(C)N(CC)CC (triethylamine). Yields the product BrC1=CSC=C1C#CCO[Si](C)(C)C (3-bromo-4(trimethylsiloxypropynyl)thiophene). The yield is 19.6%. Reagents/catalysts: [Cu](I)I (copper iodide), C1(=CC=CC=C1)P(C1=CC=CC=C1)C1=CC=CC=C1 (triphenylphosphine). The reactants are BrC1=CSC=C1Br (3,4-dibromothiophene), C[Si](OCC#C)(C)C (3-trimethylsiloxypropyne), dichlorobis(triphenylphosphine) palladium(II), 4, silicon oil. Reported procedure: Into a 250 mL 4 necked RB flask equipped with a magnetic stirring bar, thermometer, rubber septum, argon inlet and reflux condenser with argon outlet (tubed to a silicon oil bubbler) is added 48.3 g (229 mmol) of 3,4-dibromothiophene, 13.0 g of triethylamine, 20.1 g (157 mmol) of 3-trimethylsiloxypropyne, 130 mg of triphenylphosphine, 147 mg of copper iodide and 470 mg of dichlorobis(triphenylphosphine) palladium(II). The mixture is heated with a silicon oil bath to 70° C. under argon with stirr... Reaction SMILES: Br[C:2]1[C:6]([Br:7])=[CH:5][S:4][CH:3]=1.[CH3:8][Si:9]([CH3:15])([CH3:14])[O:10][CH2:11][C:12]#[CH:13]>[Cu](I)I.C1(P(C2C=CC=CC=2)C2C=CC=CC=2)C=CC=CC=1.C(N(CC)CC)C>[Br:7][C:6]1[C:2]([C:13]#[C:12][CH2:11][O:10][Si:9]([CH3:15])([CH3:14])[CH3:8])=[CH:3][S:4][CH:5]=1. Reactants: ClC1=C(C(=O)O)C=CC=C1Cl (2,3-dichlorobenzoic acid), N1=CC(=CC=C1)C1(CCCC1)CN (C-(1-pyridin-3-yl-cyclopentyl)-methylamine). The product is ClC1=C(C(=O)NCC2(CCCC2)C=2C=NC=CC2)C=CC=C1Cl (2,3-Dichloro-N-(1-pyridin-3-yl-cyclopentylmethyl)-benzamide). RXN SMILES: [Cl:1][C:2]1[C:10]([Cl:11])=[CH:9][CH:8]=[CH:7][C:3]=1[C:4]([OH:6])=O.[N:12]1[CH:17]=[CH:16][CH:15]=[C:14]([C:18]2([CH2:23][NH2:24])[CH2:22][CH2:21][CH2:20][CH2:19]2)[CH:13]=1>>[Cl:1][C:2]1[C:10]([Cl:11])=[CH:9][CH:8]=[CH:7][C:3]=1[C:4]([NH:24][CH2:23][C:18]1([C:14]2[CH:13]=[N:12][CH:17]=[CH:16][CH:15]=2)[CH2:22][CH2:21][CH2:20][CH2:19]1)=[O:6]. Procedure details: From 2,3-dichlorobenzoic acid and C-(1-pyridin-3-yl-cyclopentyl)-methylamine. LCMS (MH+): m/z=348.9, tR (minutes, Method A)=1.16 Reactants: C(C)OC(C1=C(N=CC=C1)C(OC)OC)=O (2-dimethoxymethyl-nicotinic acid ethyl ester), [H-].[Al+3].[Li+].[H-].[H-].[H-] (lithium aluminum hydride), [H-].[Al+3].[Li+].[H-].[H-].[H-] (lithium aluminum hydride). Solvent: CCOCC (ether). Run at time 3 hour. The product is COC(C1=NC=CC=C1CO)OC ((2-dimethoxymethyl-pyridin-3-yl) methanol). Isolated yield 48.6%. Reaction SMILES: C([O:3][C:4](=O)[C:5]1[CH:10]=[CH:9][CH:8]=[N:7][C:6]=1[CH:11]([O:14][CH3:15])[O:12][CH3:13])C.[H-].[Al+3].[Li+].[H-].[H-].[H-]>CCOCC>[CH3:13][O:12][CH:11]([O:14][CH3:15])[C:6]1[C:5]([CH2:4][OH:3])=[CH:10][CH:9]=[CH:8][N:7]=1 |f:1.2.3.4.5.6|. Reported procedure: A mixture of 11.3 g (0.05 mol) of 2-dimethoxymethyl-nicotinic acid ethyl ester dissolved in 150 mL of ether and 2.09 g (0.055 mol) of lithium aluminum hydride is stirred at room temperature for 18 hours. An additional 530 mg of lithium aluminum hydride is added and the reaction mixture stirred for another 3 hours. The reaction mixture is cooled using an ice bath and quenched with 6 mL of 1N NaOH and 8 g of sodium sulfate decahydrate. After a ½ hour the reaction mixture is filtered and the filtra... Reactants: CI (methyl iodide), C1(=CC=CC=C1)N1CC2=CC=CC=C2CC1 (2-phenyl-1,2,3,4-tetrahydroisoquinoline), CI (methyl iodide). The solvent is CC(=O)C (acetone). Run at time 48 hour. Product: [I-].C[N+]1(CC2=CC=CC=C2CC1)C1=CC=CC=C1 (1,2,3,4-tetrahydro-2-methyl-2-phenylisoquinolinium iodide). As a reaction SMILES: [C:1]1([N:7]2[CH2:16][CH2:15][C:14]3[C:9](=[CH:10][CH:11]=[CH:12][CH:13]=3)[CH2:8]2)[CH:6]=[CH:5][CH:4]=[CH:3][CH:2]=1.[CH3:17][I:18]>CC(C)=O>[I-:18].[CH3:17][N+:7]1([C:1]2[CH:2]=[CH:3][CH:4]=[CH:5][CH:6]=2)[CH2:16][CH2:15][C:14]2[C:9](=[CH:10][CH:11]=[CH:12][CH:13]=2)[CH2:8]1 |f:3.4|. Procedure details: 2-phenyl-1,2,3,4-tetrahydroisoquinoline (1.01 g,) was dissolved in acetone (10 ml) and methyl iodide (0.794 g,) was added. The clear solution stood at -20° for 48 hr when t.l.c. indicated the presence of unchanged starting material. A further quantity of methyl iodide (0.3 ml) was added and the reaction mixture was heated at reflux for 3 hrs. The solvent was removed in vacuo and the residue triturated with ether. The resulting solid 1,2,3,4-tetrahydro-2-methyl-2-phenylisoquinolinium iodide was f... Reactants: solution, C(C)(C)(C)[Li] (tert-butyllithium), CCCCC (pentane), BrC=1C=C(C=CC1)F (3-bromofluorobenzene), C(#N)C=1C=NC=CC1 (3-cyanopyridine), [OH-].[Na+] (NaOH). The solvent is O (H2O), CCOCC (ether), CCOCC (ether). Conditions: temperature 15 celsius, time 15 minute. Product: FC=1C=C(C(=O)C=2C=NC=CC2)C=CC1 (3-(3-fluorobenzoyl)pyridine). Yield: 74.0%. Reaction SMILES: Br[C:2]1[CH:3]=[C:4]([F:8])[CH:5]=[CH:6][CH:7]=1.C([Li])(C)(C)C.CCCCC.[C:19]([C:21]1[CH:22]=[N:23][CH:24]=[CH:25][CH:26]=1)#N.[OH-:27].[Na+]>CCOCC.O>[F:8][C:4]1[CH:3]=[C:2]([CH:7]=[CH:6][CH:5]=1)[C:19]([C:21]1[CH:22]=[N:23][CH:24]=[CH:25][CH:26]=1)=[O:27] |f:4.5|. Reported procedure: A solution of 3-bromofluorobenzene (25.0, 0.143 mol) in ether (250 ml) was cooled to -78° C. and stirred during the dropwise addition of a 2.3 M solution of tert-butyllithium in pentane (62 ml, 0.143 mol). After the addition was completed, stirring was continued for 15 minutes and a solution of 3-cyanopyridine (14.9 g, 0.143 mol) in ether (125 ml) was added dropwise. The resulting mixture was allowed to warm to 15° C. and a solution of 12 N HC1 (36 ml) in H2O (90 ml) was added dropwise. After th... Reactants: C(C)OC(C(C)(OC1=CC=C(C=C1)OCCC=1N=C(OC1C)C=1C=C(C=CC1)C1=CC=C(C=C1)F)C)=O (2-methyl-2-{4-[2-(5-methyl-2-[4′-fluorobiphenyl-3-yl]-oxazol-4-yl)ethoxy]phenoxy}propionic acid ethyl ester), [OH-].[Na+] (NaOH). Solvent: CO (methanol). Run at time 30 minute. Product: FC1=CC=C(C=C1)C1=CC(=CC=C1)C=1OC(=C(N1)CCOC1=CC=C(OC(C(=O)O)(C)C)C=C1)C (2-(4-{2-[2-(4′-fluorobiphenyl-3-yl)-5-methyloxazol-4-yl]ethoxy}phenoxy)-2-methyl-propionic acid). Isolated yield 64.5%. RXN SMILES: C([O:3][C:4](=[O:37])[C:5]([CH3:36])([O:7][C:8]1[CH:13]=[CH:12][C:11]([O:14][CH2:15][CH2:16][C:17]2[N:18]=[C:19]([C:23]3[CH:24]=[C:25]([C:29]4[CH:34]=[CH:33][C:32]([F:35])=[CH:31][CH:30]=4)[CH:26]=[CH:27][CH:28]=3)[O:20][C:21]=2[CH3:22])=[CH:10][CH:9]=1)[CH3:6])C.[OH-].[Na+]>CO>[F:35][C:32]1[CH:31]=[CH:30][C:29]([C:25]2[CH:26]=[CH:27][CH:28]=[C:23]([C:19]3[O:20][C:21]([CH3:22])=[C:17]([CH2:16][CH2:15][O:14][C:11]4[CH:10]=[CH:9][C:8]([O:7][C:5]([CH3:36])([CH3:6])[C:4]([OH:37])=[O:3])=[CH:13][CH:12]=4)[N:18]=3)[CH:24]=2)=[CH:34][CH:33]=1 |f:1.2|. Procedure details: 2-methyl-2-{4-[2-(5-methyl-2-[4′-fluorobiphenyl-3-yl]-oxazol-4-yl)ethoxy]phenoxy}propionic acid ethyl ester (24.7 mmol) was dissolved in methanol (200 mL) and 2N NaOH (150 mL) was added. The resulting cloudy solution became clear after 30 min and the reaction was stirred vigorously overnight. The solution was concentrated under reduced pressure, diluted with H2O (100 mL) and acidified to pH=1 with 5N HCl. The mixture was extracted with ethyl acetate (2×200 mL), dried (MgSO4), and concentrated un... Starting materials: CC(=O)c1cc(Br)cc2nc(-c3ccc(NC(=O)COc4ccccc4C)cc3)oc12, C1CCOC1, [Na+], O=C([O-])O. Yields the product Cc1ccccc1OCC(=O)Nc1ccc(-c2nc3cc(Br)cc(C(C)O)c3o2)cc1. RXN SMILES: [C:1]([CH3:2])(=[O:3])[c:4]1[cH:5][c:6]([Br:31])[cH:7][c:8]2[n:9][c:10](-[c:13]3[cH:14][cH:15][c:16]([NH:19][C:20]([CH2:21][O:22][c:23]4[c:24]([CH3:29])[cH:25][cH:26][cH:27][cH:28]4)=[O:30])[cH:17][cH:18]3)[o:11][c:12]12.[CH2:32]1[O:33][CH2:34][CH2:35][CH2:36]1.[Na+:41].[O-:37][C:38]([OH:39])=[O:40]>>[CH:1]([CH3:2])([OH:3])[c:4]1[cH:5][c:6]([Br:31])[cH:7][c:8]2[n:9][c:10](-[c:13]3[cH:14][cH:15][c:16]([NH:19][C:20]([CH2:21][O:22][c:23]4[c:24]([CH3:29])[cH:25][cH:26][cH:27][cH:28]4)=[O:30])[cH:17][cH:18]3)[o:11][c:12]12. The reactants are C(C)(C)(C)OC(=O)N1CC(CC1)NC(=O)C=1SC=CC1NC1=C2C(=NC=C1)NC=C2 (3-{[3-(1H-Pyrrolo[2,3-b]pyridin-4-ylamino)-thiophene-2-carbonyl]-amino}-pyrrolidine-1-carboxylic acid tert-butyl ester), COC1=CC=C(C=C1)CCN (2-(4-methoxyphenyl)ethylamine). The product is COC1=CC=C(C=C1)CCNC(=O)C=1SC=CC1NC1=C2C(=NC=C1)NC=C2 (3-(1H-Pyrrolo[2,3-b]pyridin-4-ylamino)-thiophene-2-carboxylic acid [2-(4-methoxy-phenyl)-ethyl]-amide). Reaction SMILES: C(OC(N1[CH2:12][CH2:11][CH:10]([NH:13][C:14]([C:16]2[S:17][CH:18]=[CH:19][C:20]=2[NH:21][C:22]2[CH:27]=[CH:26][N:25]=[C:24]3[NH:28][CH:29]=[CH:30][C:23]=23)=[O:15])C1)=O)(C)(C)C.[CH3:31][O:32][C:33]1[CH:38]=[CH:37]C(CCN)=[CH:35][CH:34]=1>>[CH3:31][O:32][C:33]1[CH:38]=[CH:37][C:12]([CH2:11][CH2:10][NH:13][C:14]([C:16]2[S:17][CH:18]=[CH:19][C:20]=2[NH:21][C:22]2[CH:27]=[CH:26][N:25]=[C:24]3[NH:28][CH:29]=[CH:30][C:23]=23)=[O:15])=[CH:35][CH:34]=1. Procedure: This compound was prepared in an analogous manner as 3-{[3-(1H-Pyrrolo[2,3-b]pyridin-4-ylamino)-thiophene-2-carbonyl]-amino}-pyrrolidine-1-carboxylic acid tert-butyl ester using 2-(4-methoxyphenyl)ethylamine instead of 1-BOC-3-aminopyrrolidine. LCMS (ESI) 393 (M+H) 1H NMR (400 MHz, DMSO-d6) δ ppm 11.52 (1H, br. s.) 10.24 (1H, s) 8.14 (0H, t) 8.02 (1H, d, J=5.42 Hz) 7.77 (1H, d, J=5.42 Hz) 7.46 (1H, d, J=5.37 Hz) 7.31 (1H, dd, J=3.34, 2.56 Hz) 7.13 (2H, d, J=8.69 Hz) 6.76-6.84 (3H, m) 6.44 (1H, d...